Dataset: the Open Reaction Database (ORD), a public repository of structured organic reaction records. Task: describe an organic reaction: reactants, conditions, products, and yield Reactants: C(C)N1C[C@@H](CC1)CC1=CC(=CC=C1)F ((R)-1-ethyl-3-(3-fluorobenzyl)pyrrolidine), FC=1C=C(C[C@@H]2CNCC2)C=CC1 (3-(S)-(3-fluoro-benzyl)pyrrolidine), FC=1C=C(C[C@@H]2CNCC2)C=CC1 (3-(S)-(3-fluoro-benzyl)pyrrolidine). Yields the product C(C)N1C[C@H](CC1)CC1=CC(=CC=C1)F ((S)-1-Ethyl-3-(3-fluorobenzyl)pyrrolidine). Procedure details: Prepared by proceeding in a similar manner to Intermediate 97 starting with 3-(S)-(3-fluoro-benzyl)pyrrolidine (Intermediate 116). As a reaction SMILES: [CH2:1]([N:3]1[CH2:7][CH2:6][C@@H:5]([CH2:8][C:9]2[CH:14]=[CH:13][CH:12]=[C:11]([F:15])[CH:10]=2)[CH2:4]1)[CH3:2].FC1C=C(C=CC=1)C[C@H]1CCNC1>>[CH2:1]([N:3]1[CH2:7][CH2:6][C@H:5]([CH2:8][C:9]2[CH:14]=[CH:13][CH:12]=[C:11]([F:15])[CH:10]=2)[CH2:4]1)[CH3:2]. Reactants: C1(CCCCC1)C(=O)NC(=O)N1C(CC2=CC=CC=C12)=O (N-cyclohexylcarbonyl-2-oxindole-1-carboxamide), [OH-].[K+] (potassium hydroxide), Cl (hydrochloric acid). Yields the product N(C(=O)N)C1=C(C=CC=C1)CC(=O)O (2-(2-Ureidophenyl)acetic Acid). RXN SMILES: C1(C([NH:9][C:10]([N:12]2[C:20]3[C:15](=[CH:16][CH:17]=[CH:18][CH:19]=3)[CH2:14][C:13]2=[O:21])=[O:11])=O)CCCCC1.Cl.[OH-:23].[K+]>>[NH:12]([C:20]1[CH:19]=[CH:18][CH:17]=[CH:16][C:15]=1[CH2:14][C:13]([OH:21])=[O:23])[C:10]([NH2:9])=[O:11] |f:2.3|. Procedure: A slurry of 2.9 g (0.01 mole) of N-cyclohexylcarbonyl-2-oxindole-1-carboxamide in 50 ml of 1N potassium hydroxide solution was stirred at room temperature for ca. 30 minutes, during which time the solid went into solution. At this point, the reaction mixture was acidified with concentrated hydrochloric acid, with ice cooling, and then it was extracted with ethyl acetate. The extracts were washed with saturated sodium chloride solution, dried (Na2SO4) and evaporated in vacuo to give an oily solid...